From a dataset of the Open Reaction Database (ORD), a public repository of structured organic reaction records. describe an organic reaction: reactants, conditions, products, and yield The reactants are C(C1=CC=CC=C1)N(CCNCC1=CC=CC=C1)C (N,N'-dibenzyl-N-methyl-ethylenediamine), Cl (Hydrogen chloride). Solvent: C(C)OCC (diethyl ether). The product is Cl.Cl.C(C1=CC=CC=C1)N(CCNCC1=CC=CC=C1)C (N,N'-dibenzyl-N-methyl-ethylenediamine dihydrochloride). As a reaction SMILES: [CH2:1]([N:8]([CH3:19])[CH2:9][CH2:10][NH:11][CH2:12][C:13]1[CH:18]=[CH:17][CH:16]=[CH:15][CH:14]=1)[C:2]1[CH:7]=[CH:6][CH:5]=[CH:4][CH:3]=1.[ClH:20]>C(OCC)C>[ClH:20].[ClH:20].[CH2:1]([N:8]([CH3:19])[CH2:9][CH2:10][NH:11][CH2:12][C:13]1[CH:18]=[CH:17][CH:16]=[CH:15][CH:14]=1)[C:2]1[CH:3]=[CH:4][CH:5]=[CH:6][CH:7]=1 |f:3.4.5|. Procedure details: 6.15 g of N,N'-dibenzyl-N-methyl-ethylenediamine are dissolved in 60 ml of diethyl ether. Hydrogen chloride is then introduced while stirring and cooling (if necessary in an acetone/dry-ice bath) until a sample, dried on a clay plate, melts at 227°-229° C. The precipitated product is filtered with suction, washed with ether and dried to constant weight under reduced pressure (under 0.1 mbar). N,N'-dibenzyl-N-methyl-ethylenediamine dihydrochloride is obtained, m.p. 227°-229° C. Starting materials: Intermediate 17, FC=1C=C2C(=CNC2=CC1)C1CCC(CC1)=O (4-(5-Fluoro-1-H-indol-3-yl)-cyclohexanone), C(C1=CC=CC=C1)N (benzylamine). The product is C(C1=CC=CC=C1)N[C@@H]1CC[C@@H](CC1)C1=CNC2=CC=C(C=C12)F (cis-Benzyl-[4-(5-fluoro-1-H-indol-3-yl-)-cyclohexyl]-amine). RXN SMILES: [F:1][C:2]1[CH:3]=[C:4]2[C:8](=[CH:9][CH:10]=1)[NH:7][CH:6]=[C:5]2[CH:11]1[CH2:16][CH2:15][C:14](=O)[CH2:13][CH2:12]1.[CH2:18]([NH2:25])[C:19]1[CH:24]=[CH:23][CH:22]=[CH:21][CH:20]=1>>[CH2:18]([NH:25][C@H:14]1[CH2:15][CH2:16][C@@H:11]([C:5]2[C:4]3[C:8](=[CH:9][CH:10]=[C:2]([F:1])[CH:3]=3)[NH:7][CH:6]=2)[CH2:12][CH2:13]1)[C:19]1[CH:24]=[CH:23][CH:22]=[CH:21][CH:20]=1. Reported procedure: This compound was prepared in similar manner as for Intermediate 17, using 4-(5-Fluoro-1-H-indol-3-yl)-cyclohexanone (0.6 g, 2.6 mmol) and benzylamine (0.3 g, 2.8 mmol) to afford 1.0 of the desired product as a mixture of cis and trans isomers. Flash chromatography on silica gel (3% 2M NH3 in methanol/ethyl acetate) afforded 0.41 g (65%) of cis isomer and 0.22 g (33%) of the trans isomer.